Dataset: the Open Reaction Database (ORD), a public repository of structured organic reaction records. Task: describe an organic reaction: reactants, conditions, products, and yield Reactants: COC(=O)N1C2=C(CC(C3=C1C=CC=C3)=O)C=CC=C2 (10-oxo-10,11-dihydro-dibenzo[b,f]azepine-5-carboxylic acid methyl ester), C(OCC)(OCC)OCC (triethyl ortho-formate). Reagents/catalysts: C1(=CC=C(C=C1)S(=O)(=O)O)C (p-toluene sulfonic acid). Solvent: C(C)O (ethanol). Run at temperature 60 celsius, time 4 hour. Product: COC(=O)N1C2=C(C=C(C3=C1C=CC=C3)OCC)C=CC=C2 (10-Ethoxy-dibenzo[b,f]azepine-5-carboxylic acid methyl ester). The yield is 96.7%. Reaction SMILES: [CH3:1][O:2][C:3]([N:5]1[C:11]2[CH:12]=[CH:13][CH:14]=[CH:15][C:10]=2[C:9](=[O:16])[CH2:8][C:7]2[CH:17]=[CH:18][CH:19]=[CH:20][C:6]1=2)=[O:4].C(OCC)(OCC)O[CH2:23][CH3:24]>C(O)C.C1(C)C=CC(S(O)(=O)=O)=CC=1>[CH3:1][O:2][C:3]([N:5]1[C:11]2[CH:12]=[CH:13][CH:14]=[CH:15][C:10]=2[C:9]([O:16][CH2:23][CH3:24])=[CH:8][C:7]2[CH:17]=[CH:18][CH:19]=[CH:20][C:6]1=2)=[O:4]. Procedure: A suspension of 10-oxo-10,11-dihydro-dibenzo[b,f]azepine-5-carboxylic acid methyl ester (15 g, 56 mmol) in ethanol (75 ml) is heated to 60° C. and a catalytic amount of p-toluene sulfonic acid (0.213 g, 1.1 mmol) is added. After addition of triethyl ortho-formate (8.73 g, 58.9 mmol) the solution is stirred at 60–70° C. for 4 hours. During this reaction the product precipitates as white crystals. The mixture is cooled to room temperature, filtered and dried to yield 16.0 g of pure title compound ... Reactants: Cl[Cu], Cl, O=N[O-], Nc1cncc2ccccc12, N, [Na+]. The product is Clc1cncc2ccccc12. As a reaction SMILES: [Cl:18][Cu:19].[ClH:17].[N:12]([O-:13])=[O:14].[NH2:1][c:2]1[cH:3][n:4][cH:5][c:6]2[cH:7][cH:8][cH:9][cH:10][c:11]12.[NH3:16].[Na+:15]>>[c:2]1([Cl:17])[cH:3][n:4][cH:5][c:6]2[cH:7][cH:8][cH:9][cH:10][c:11]12. Reactants: O=[N+]([O-])c1cc(Cl)ccc1Br, N#Cc1ccccc1N, C1CCOC1, Cl, [H-], [Na+]. The product is N#Cc1ccccc1Nc1ccc(Cl)cc1[N+](=O)[O-]. As a reaction SMILES: [Br:17][c:18]1[c:19]([N+:25](=[O:26])[O-:27])[cH:20][c:21]([Cl:24])[cH:22][cH:23]1.[C:1]([c:2]1[c:3]([NH2:4])[cH:5][cH:6][cH:7][cH:8]1)#[N:9].[CH2:12]1[O:13][CH2:14][CH2:15][CH2:16]1.[ClH:28].[H-:10].[Na+:11]>>[C:1]([c:2]1[c:3]([NH:4][c:18]2[c:19]([N+:25](=[O:26])[O-:27])[cH:20][c:21]([Cl:24])[cH:22][cH:23]2)[cH:5][cH:6][cH:7][cH:8]1)#[N:9]. Reactants: CCO, O=C(NC1CC1)c1cc([N+](=O)[O-])n[nH]1, O=[Pt]=O. The product is Nc1cc(C(=O)NC2CC2)[nH]n1. Reaction SMILES: [CH3:15][CH2:16][OH:17].[CH:1]1([NH:4][C:5](=[O:6])[c:7]2[cH:8][c:9]([N+:12]([O-:13])=[O:14])[n:10][nH:11]2)[CH2:2][CH2:3]1.[Pt:18](=[O:19])=[O:20]>>[CH:1]1([NH:4][C:5](=[O:6])[c:7]2[cH:8][c:9]([NH2:12])[n:10][nH:11]2)[CH2:2][CH2:3]1. Starting materials: CCOC(C)=O, [H][H], Cc1ccc([N+](=O)[O-])cc1N1C(=O)c2cccnc2C1=O. Yields the product Cc1ccc(N)cc1N1C(=O)c2cccnc2C1=O. RXN SMILES: [CH3:24][CH2:25][O:26][C:27](=[O:28])[CH3:29].[H:22][H:23].[N+:1]([O-:2])(=[O:3])[c:4]1[cH:5][c:6]([N:11]2[C:12](=[O:13])[c:14]3[n:15][cH:16][cH:17][cH:18][c:19]3[C:20]2=[O:21])[c:7]([CH3:10])[cH:8][cH:9]1>>[NH2:1][c:4]1[cH:5][c:6]([N:11]2[C:12](=[O:13])[c:14]3[n:15][cH:16][cH:17][cH:18][c:19]3[C:20]2=[O:21])[c:7]([CH3:10])[cH:8][cH:9]1. Reactants: C1(=CC=C(C=C1)S(=O)(=O)OS(=O)(=O)C1=CC=C(C=C1)C)C (p-Toluenesulfonic anhydride), C(C)(C)N(C(C)C)CC (N,N-diisopropylethylamine), ice, N12C(C(CC2CC1=O)=O)C(=O)OCC1=CC=CC=C1 (benzyl 1-azabicyclo[3.2.0]heptan-3,7-dione-2-carboxylate). Solvent: C(Cl)Cl (methylene chloride), C(Cl)Cl (methylene chloride). Run at time 2.5 hour. Yields the product C1(=CC=C(C=C1)S(=O)(=O)OC1=C(N2C(CC2C1)=O)C(=O)OCC1=CC=CC=C1)C (benzyl 3-(p-toluenesulfonyloxy)-1-azabicyclo[3.2.0]hept-2-en-7-one-2-carboxylate). The yield is 66.8%. As a reaction SMILES: C1(C)C=CC(S([O:10][S:11]([C:14]2[CH:19]=[CH:18][C:17]([CH3:20])=[CH:16][CH:15]=2)(=[O:13])=[O:12])(=O)=O)=CC=1.C(N(CC)C(C)C)(C)C.[N:31]12[C:37](=[O:38])[CH2:36][CH:35]1[CH2:34][C:33](=O)[CH:32]2[C:40]([O:42][CH2:43][C:44]1[CH:49]=[CH:48][CH:47]=[CH:46][CH:45]=1)=[O:41]>C(Cl)Cl>[C:17]1([CH3:20])[CH:16]=[CH:15][C:14]([S:11]([O:10][C:33]2[CH2:34][CH:35]3[N:31]([C:37](=[O:38])[CH2:36]3)[C:32]=2[C:40]([O:42][CH2:43][C:44]2[CH:45]=[CH:46][CH:47]=[CH:48][CH:49]=2)=[O:41])(=[O:12])=[O:13])=[CH:19][CH:18]=1. Procedure details: p-Toluenesulfonic anhydride (326 mg, 1 mμol) and N,N-diisopropylethylamine (192 μl, 1.1 mμol) are added to an ice-cold, stirring solution of benzyl 1-azabicyclo[3.2.0]heptan-3,7-dione-2-carboxylate (259 mg, 1 mμol) in anhydrous methylene chloride (10 ml). The resulting solution is stirred in the cold and under a nitrogen atmosphere for 2.5 hours. The solution is diluted with methylene chloride (20 ml), washed with water (10 ml), 1M pH3 phosphate buffer (10 ml) and 5% aqueous sodium bicarbonate (... Reactants: BrCC(CCN(C)C)=O (1-bromo-4-dimethylaminobutan-2-one), NC1=NC=CC=C1 (2-aminopyridine). Run in C(C)O (ethanol). The product is Br.Br.CN(CCC=1N=C2N(C=CC=C2)C1)C (2-(2-dimethylaminoethyl)-imidazo [1,2-a] pyridine dihydrobromide). Reaction SMILES: [Br:1][CH2:2][C:3](=O)[CH2:4][CH2:5][N:6]([CH3:8])[CH3:7].[NH2:10][C:11]1[CH:16]=[CH:15][CH:14]=[CH:13][N:12]=1>C(O)C>[BrH:1].[BrH:1].[CH3:7][N:6]([CH3:8])[CH2:5][CH2:4][C:3]1[N:10]=[C:11]2[CH:16]=[CH:15][CH:14]=[CH:13][N:12]2[CH:2]=1 |f:3.4.5|. Procedure: A solution of 1-bromo-4-dimethylaminobutan-2-one (13.8 g.) and 2-aminopyridine (4.7 g.) in ethanol (50 ml.) was heated under reflux for 2 hours. Cooling filtration from 1-methylpyrrolidin-3-one methobromide (5.6 g.) followed by concentration and recrystallisation of the residue from methanol gave 2-(2-dimethylaminoethyl)-imidazo [1,2-a] pyridine dihydrobromide, m.p. 262° - 264°.